From a dataset of the Open Reaction Database (ORD), a public repository of structured organic reaction records. describe an organic reaction: reactants, conditions, products, and yield The reactants are CCCCCC, C=CCOC(=O)c1ccc(C=O)cc1, O=C(O)CC(=O)O, c1ccncc1. Product: C=CCOC(=O)c1ccc(C(=O)O)cc1. As a reaction SMILES: [CH3:28][CH2:29][CH2:30][CH2:31][CH2:32][CH3:33].[CH:1](=[O:2])[c:3]1[cH:4][cH:5][c:6]([C:7](=[O:8])[O:9][CH2:10][CH:11]=[CH2:12])[cH:13][cH:14]1.[OH:15][C:16]([CH2:17][C:18](=[O:19])[OH:20])=[O:21].[cH:22]1[cH:23][cH:24][n:25][cH:26][cH:27]1>>[C:1](=[O:2])([c:3]1[cH:4][cH:5][c:6]([C:7](=[O:8])[O:9][CH2:10][CH:11]=[CH2:12])[cH:13][cH:14]1)[OH:15]. The reactants are CC(=O)OCCBr, CN(C)C=O, CC(C)c1nn2c(Cl)ccc2c(-c2ccc(F)cc2)c1CO, [H-], [Na+]. The product is CC(=O)OCc1c(C(C)C)nn2c(Cl)ccc2c1-c1ccc(F)cc1. Reaction SMILES: [C:25]([CH3:26])(=[O:27])[O:28][CH2:29][CH2:30][Br:31].[CH3:32][N:33]([CH3:34])[CH:35]=[O:36].[Cl:1][c:2]1[cH:3][cH:4][c:5]2[n:6]1[n:7][c:8]([CH:20]([CH3:21])[CH3:22])[c:9]([CH2:18][OH:19])[c:10]2-[c:11]1[cH:12][cH:13][c:14]([F:17])[cH:15][cH:16]1.[H-:23].[Na+:24]>>[Cl:1][c:2]1[cH:3][cH:4][c:5]2[n:6]1[n:7][c:8]([CH:20]([CH3:21])[CH3:22])[c:9]([CH2:18][O:19][C:25]([CH3:26])=[O:27])[c:10]2-[c:11]1[cH:12][cH:13][c:14]([F:17])[cH:15][cH:16]1. Reactants: NC(=O)N (urea), C(CCCCCCC)O (1-octanol), NC(=O)N (urea), NC(=O)N (urea). Conditions: time 90 minute. Product: C(N)(OCCCCCCCC)=O (Octyl Carbamate). RXN SMILES: [CH2:1]([OH:9])[CH2:2][CH2:3][CH2:4][CH2:5][CH2:6][CH2:7][CH3:8].[NH2:10][C:11](N)=[O:12]>>[C:11](=[O:12])([O:9][CH2:1][CH2:2][CH2:3][CH2:4][CH2:5][CH2:6][CH2:7][CH3:8])[NH2:10]. Procedure details: A 1000 mL glass flask equipped with a reflux condenser, a gas-liquid separator, and a stirrer was charged with 522.4 g (4.01 mol) of 1-octanol and 60.07 g (1.00 mol) of urea. While the mixture was stirred at 500 rpm and nitrogen gas was allowed to flow at 30 mL per minute, the mixture was allowed to react at 165° C. After 90 min, 52.1 g (0.87 mol) of urea was added, and after 120 min, 49.34 g (0.82 mol) of urea was added, and the mixture was allowed to react at a reaction temperature of 165° C. Reactants: CCOC(=O)C(C=C(C)CP(=O)(O)O)NCc1ccccc1, O. Product: CC(=CC(NCc1ccccc1)C(=O)O)CP(=O)(O)O. RXN SMILES: [CH2:1]([CH3:2])[O:3][C:4]([CH:5]([CH:6]=[C:7]([CH2:8][P:9](=[O:10])([OH:11])[OH:12])[CH3:13])[NH:14][CH2:15][c:16]1[cH:17][cH:18][cH:19][cH:20][cH:21]1)=[O:22].[OH2:23]>>[O:3]=[C:4]([CH:5]([CH:6]=[C:7]([CH2:8][P:9](=[O:10])([OH:11])[OH:12])[CH3:13])[NH:14][CH2:15][c:16]1[cH:17][cH:18][cH:19][cH:20][cH:21]1)[OH:22].